From a dataset of the Open Reaction Database (ORD), a public repository of structured organic reaction records. describe an organic reaction: reactants, conditions, products, and yield Reactants: COC(=O)C(Cc1cc(Cl)c2[nH]ncc2c1CNCC(F)(F)F)OC(=O)c1ccccc1, Cc1ccccc1, CC(=O)O. Product: O=C(OC1Cc2cc(Cl)c3[nH]ncc3c2CN(CC(F)(F)F)C1=O)c1ccccc1. Reaction SMILES: [C:1]([c:2]1[cH:3][cH:4][cH:5][cH:6][cH:7]1)(=[O:8])[O:9][CH:10]([C:11]([O:13][CH3:12])=[O:14])[CH2:15][c:16]1[c:17]([CH2:26][NH:27][CH2:28][C:29]([F:30])([F:31])[F:32])[c:18]2[cH:19][n:20][nH:21][c:22]2[c:23]([Cl:25])[cH:24]1.[CH3:33][c:34]1[cH:35][cH:36][cH:37][cH:38][cH:39]1.[CH3:40][C:41](=[O:42])[OH:43]>>[C:1]([c:2]1[cH:3][cH:4][cH:5][cH:6][cH:7]1)(=[O:8])[O:9][CH:10]1[C:11](=[O:13])[N:27]([CH2:28][C:29]([F:30])([F:31])[F:32])[CH2:26][c:17]2[c:16]([cH:24][c:23]([Cl:25])[c:22]3[c:18]2[cH:19][n:20][nH:21]3)[CH2:15]1. Starting materials: NC=1C(=CC(=C(C1)[C@]1(NC(COC(C1(F)F)(C)C)=S)C)F)F ((R)-5-(5-amino-2,4-difluorophenyl)-6,6-difluoro-5,7,7-trimethyl-[1,4]oxazepane-3-thione), ClC=1C=CC(=NC1)C(=O)O (5-chloro-pyridine-2-carboxylic acid). Yields the product ClC=1C=CC(=NC1)C(=O)NC1=C(C=C(C(=C1)[C@]1(NC(COC(C1(F)F)(C)C)=S)C)F)F ((R)-5-chloro-N-(5-(6,6-difluoro-5,7,7-trimethyl-3-thioxo-[1,4]oxazepan-5-yl)-2,4-difluorophenyl)picolinamide). The yield is 91.0%. RXN SMILES: [NH2:1][C:2]1[C:3]([F:22])=[CH:4][C:5]([F:21])=[C:6]([C@:8]2([CH3:20])[C:14]([F:16])([F:15])[C:13]([CH3:18])([CH3:17])[O:12][CH2:11][C:10](=[S:19])[NH:9]2)[CH:7]=1.[Cl:23][C:24]1[CH:25]=[CH:26][C:27]([C:30](O)=[O:31])=[N:28][CH:29]=1>>[Cl:23][C:24]1[CH:25]=[CH:26][C:27]([C:30]([NH:1][C:2]2[CH:7]=[C:6]([C@:8]3([CH3:20])[C:14]([F:15])([F:16])[C:13]([CH3:17])([CH3:18])[O:12][CH2:11][C:10](=[S:19])[NH:9]3)[C:5]([F:21])=[CH:4][C:3]=2[F:22])=[O:31])=[N:28][CH:29]=1. Procedure: The compound was prepared in an analogous manner as described for intermediate B14A from (R)-5-(5-amino-2,4-difluorophenyl)-6,6-difluoro-5,7,7-trimethyl-[1,4]oxazepane-3-thione (intermediate A17C) (70 mg, 0.208 mmol) and commercially available 5-chloro-pyridine-2-carboxylic acid [CAS No. 86873-60-1] (49 mg, 0.312 mmol). The compound was obtained as a white solid (90 mg, 91%). MS (ISP): m/z=476.1 [(M+H)+] and 478.1 [(M+2+H)+]. Starting materials: Cn1ncc2cc(C(C)(O)c3cnc4ccc(Cl)nn34)ccc21, Cn1ncc2cc(Cc3cnc4ccc(Cl)nn34)c(F)cc21. The product is CC(c1ccc2c(cnn2C)c1)c1cnc2ccc(Cl)nn12. As a reaction SMILES: [Cl:1][c:2]1[cH:3][cH:4][c:5]2[n:6]([n:7]1)[c:8]([C:11]([CH3:12])([OH:13])[c:14]1[cH:15][c:16]3[cH:17][n:18][n:19]([CH3:23])[c:20]3[cH:21][cH:22]1)[cH:9][n:10]2.[Cl:24][c:25]1[cH:26][cH:27][c:28]2[n:29]([c:30]([CH2:31][c:32]3[cH:33][c:34]4[c:35]([cH:36][c:37]3[F:38])[n:39]([CH3:40])[n:41][cH:42]4)[cH:43][n:44]2)[n:45]1>>[Cl:1][c:2]1[cH:3][cH:4][c:5]2[n:6]([n:7]1)[c:8]([CH:11]([CH3:12])[c:14]1[cH:15][c:16]3[cH:17][n:18][n:19]([CH3:23])[c:20]3[cH:21][cH:22]1)[cH:9][n:10]2. The reactants are [Al], CCOCc1nc2cnc3cccnc3c2n1Cc1ccccc1, ClC(Cl)Cl, O=C(OO)c1cccc(Cl)c1. The product is CCOCc1nc2c[n+]([O-])c3cccnc3c2n1Cc1ccccc1. As a reaction SMILES: [Al:36].[CH2:12]([CH3:13])[O:14][CH2:15][c:16]1[n:17]([CH2:29][c:30]2[cH:31][cH:32][cH:33][cH:34][cH:35]2)[c:18]2[c:19]([cH:20][n:21][c:22]3[cH:23][cH:24][cH:25][n:26][c:27]23)[n:28]1.[CH:37]([Cl:38])([Cl:39])[Cl:40].[OH:1][O:2][C:3]([c:4]1[cH:5][c:6]([Cl:7])[cH:8][cH:9][cH:10]1)=[O:11]>>[O-:1][n+:21]1[cH:20][c:19]2[c:18]([n:17]([CH2:29][c:30]3[cH:31][cH:32][cH:33][cH:34][cH:35]3)[c:16]([CH2:15][O:14][CH2:12][CH3:13])[n:28]2)[c:27]2[c:22]1[cH:23][cH:24][cH:25][n:26]2. Reactants: COC1=C(CNC2=NC=NS2)C=CC(=C1)OC (N-(2,4-dimethoxybenzyl)-1,2,4-thiadiazol-5-amine), [Li+].C[Si](C)(C)[N-][Si](C)(C)C (LHMDS), ClS(=O)(=O)C=1C=C2C=NN(C2=CC1F)CC=1C=CC=C2CCN(CC12)C(=O)OC(C)(C)C (tert-butyl 8-((5-(chlorosulfonyl)-6-fluoro-1H-indazol-1-yl)methyl)-3,4-dihydroisoquinoline-2(1H)-carboxylate). Solvent: C1CCOC1 (THF), C1CCOC1 (THF). Run at time 30 minute. Yields the product COC1=C(CN(S(=O)(=O)C=2C=C3C=NNC3=CC2F)C2=NC=NS2)C=CC(=C1)OC (N-(2,4-dimethoxybenzyl)-6-fluoro-N-(1,2,4-thiadiazole-5-yl)-1H-indazole-5-sulfonamide). RXN SMILES: [CH3:1][O:2][C:3]1[CH:15]=[C:14]([O:16][CH3:17])[CH:13]=[CH:12][C:4]=1[CH2:5][NH:6][C:7]1[S:11][N:10]=[CH:9][N:8]=1.[Li+].C[Si]([N-][Si](C)(C)C)(C)C.Cl[S:29]([C:32]1[CH:33]=[C:34]2[C:38](=[CH:39][C:40]=1[F:41])[N:37](CC1C=CC=C3C=1CN(C(OC(C)(C)C)=O)CC3)[N:36]=[CH:35]2)(=[O:31])=[O:30]>C1COCC1>[CH3:1][O:2][C:3]1[CH:15]=[C:14]([O:16][CH3:17])[CH:13]=[CH:12][C:4]=1[CH2:5][N:6]([C:7]1[S:11][N:10]=[CH:9][N:8]=1)[S:29]([C:32]1[CH:33]=[C:34]2[C:38](=[CH:39][C:40]=1[F:41])[NH:37][N:36]=[CH:35]2)(=[O:30])=[O:31] |f:1.2|. Reported procedure: To a solution of N-(2,4-dimethoxybenzyl)-1,2,4-thiadiazol-5-amine (1.6 g, 6.39 mmol, 1.5 equiv) in THF (32.0 mL) at −78° C. was added LHMDS (10.65 mL, 10.65 mmol, 2.5 equiv) and the system was stirred for 30 min followed by the slow addition of 6-fluoro-1H-indazole-5-sulfonyl chloride (1-4, 1.0 g, 4.26 mmol, 1.0 equiv) in THF (10.65 mL) and stirred overnight as the system approached ambient temperature. The reaction was quenched with ammonium chloride and extracted with EtOAc. The organic phase ... The product is C(=O)C1(CC=CC=C1)C1=C(C2=CC=CC=C2C=C1)C (2-(1-Formylphenyl)-1-naphthylmethane). The solvent is CCOCC (ether), C1(=CC=CC=C1)C (toluene). Reported procedure: The corresponding Grignard compound is prepared from 88.3 g (500 mmol) of 1-chloromethylnaphthalene and 12.2 g (500 mmol) of magnesium in 500 ml of ether. After the Grignard solution has been cooled to −78° C., 59 ml (530 mmol) of trimethyl borate are added, the mixture is then allowed to warm to room temperature, the solvent is removed in vacuo, 500 ml of toluene, 92.5 g (500 mmol) of 2-bromobenzaldehyde, 2.9 g (2.5 mmol) of tetrakis(triphenylphosphino)palladium(0) and 300 ml of 2 M sodium carb... As a reaction SMILES: Cl[CH2:2][C:3]1[C:12]2[C:7](=[CH:8][CH:9]=[CH:10][CH:11]=2)[CH:6]=[CH:5][CH:4]=1.[Mg].B(OC)(OC)OC.Br[C:22]1[CH:29]=[CH:28][CH:27]=[CH:26][C:23]=1[CH:24]=[O:25].C(=O)([O-])[O-].[Na+].[Na+]>CCOCC.C1(P([Pd-4](P(C2C=CC=CC=2)(C2C=CC=CC=2)C2C=CC=CC=2)(P(C2C=CC=CC=2)(C2C=CC=CC=2)C2C=CC=CC=2)P(C2C=CC=CC=2)(C2C=CC=CC=2)C2C=CC=CC=2)(C2C=CC=CC=2)C2C=CC=CC=2)C=CC=CC=1.C1(C)C=CC=CC=1>[CH:24]([C:23]1([C:4]2[CH:5]=[CH:6][C:7]3[C:12](=[CH:11][CH:10]=[CH:9][CH:8]=3)[C:3]=2[CH3:2])[CH:22]=[CH:29][CH:28]=[CH:27][CH2:26]1)=[O:25] |f:4.5.6|. Starting materials: ClCC1=CC=CC2=CC=CC=C12 (1-chloromethylnaphthalene), [Mg] (magnesium), B(OC)(OC)OC (trimethyl borate), BrC1=C(C=O)C=CC=C1 (2-bromobenzaldehyde), C([O-])([O-])=O.[Na+].[Na+] (sodium carbonate). Conditions: temperature -78 celsius. Reagents/catalysts: C1(=CC=CC=C1)P(C1=CC=CC=C1)(C1=CC=CC=C1)[Pd-4](P(C1=CC=CC=C1)(C1=CC=CC=C1)C1=CC=CC=C1)(P(C1=CC=CC=C1)(C1=CC=CC=C1)C1=CC=CC=C1)P(C1=CC=CC=C1)(C1=CC=CC=C1)C1=CC=CC=C1 (tetrakis(triphenylphosphino)palladium(0)). The reactants are BrC1=NC(=C(N1)C(=O)O)\C=C\OC (2-bromo-5-(trans-2-methoxy-vinyl)-3H-imidazole-4-carboxylic acid), CN(C)C(=[N+](C)C)ON1C2=C(C=CC=C2)N=N1.[B-](F)(F)(F)F (TBTU), O (water), CC=1N=C(C2=CC=CC=C2C1)CN (3-methyl-isoquinolin-1-ylmethylamine). Run in C(C)N(CC)CC (triethylamine), CN(C=O)C (dimethylformamide). Conditions: time 4 hour. Product: CC=1N=C(C2=CC=CC=C2C1)CNC(=O)C=1N(C(=NC1\C=C\OC)Br)CC#CC (2-bromo-3-(2-butyn-1-yl)-5-(trans-2-methoxy-vinyl)-3H-imidazole-4-carboxylic acid-(3-methyl-isoquinolin-1-ylmethyl)-amide). Reaction SMILES: [Br:1][C:2]1[NH:6][C:5]([C:7]([OH:9])=O)=[C:4](/[CH:10]=[CH:11]/[O:12][CH3:13])[N:3]=1.CN(C(ON1N=N[C:24]2[CH:25]=CC=[CH:28][C:23]1=2)=[N+](C)C)C.[B-](F)(F)(F)F.[CH3:36][C:37]1[N:38]=[C:39]([CH2:47][NH2:48])[C:40]2[C:45]([CH:46]=1)=[CH:44][CH:43]=[CH:42][CH:41]=2.O>C(N(CC)CC)C.CN(C)C=O>[CH3:36][C:37]1[N:38]=[C:39]([CH2:47][NH:48][C:7]([C:5]2[N:6]([CH2:28][C:23]#[C:24][CH3:25])[C:2]([Br:1])=[N:3][C:4]=2/[CH:10]=[CH:11]/[O:12][CH3:13])=[O:9])[C:40]2[C:45]([CH:46]=1)=[CH:44][CH:43]=[CH:42][CH:41]=2 |f:1.2|. Procedure: A solution of 3.50 g 2-bromo-5-(trans-2-methoxy-vinyl)-3H-imidazole-4-carboxylic acid and 1.30 g TBTU in 1.20 ml triethylamine and 30 ml of dimethylformamide is stirred for 15 min at ambient temperature. Then 1.09 g 3-methyl-isoquinolin-1-ylmethylamine are added, and the resulting suspension is stirred for 4 h at ambient temperature. Then ice-cooled water is added and the precipitate is separated off. The precipitate is dissolved in dichloromethane, the solution is dried over sodium sulphate and... The reactants are O (water), ClCCl (dichloromethane), ClC1=NC=CC(=N1)C(F)(F)F (2-chloro-4-(trifluoromethyl)pyrimidine), C(C(C)C)N (isobutylamine). Reaction conditions: time 17 hour. Product: CC(CNC1=NC=CC(=N1)C(F)(F)F)C (N-(2-methylpropyl)-4-(trifluoromethyl)-2-pyrimidinamine). As a reaction SMILES: Cl[C:2]1[N:7]=[C:6]([C:8]([F:11])([F:10])[F:9])[CH:5]=[CH:4][N:3]=1.O.ClCCl.[CH2:16]([NH2:20])[CH:17]([CH3:19])[CH3:18]>>[CH3:18][CH:17]([CH3:19])[CH2:16][NH:20][C:2]1[N:7]=[C:6]([C:8]([F:11])([F:10])[F:9])[CH:5]=[CH:4][N:3]=1. Reported procedure: A mixture of 2-chloro-4-(trifluoromethyl)pyrimidine (548 mg, 3 mmol) in isobutylamine (1.5 mL) was stirred at room temperature for 17 hours. To the mixture was added water (5 mL) and dichloromethane (5 mL). The organic layer was separated and purified by flash silica (Si) chromatography (0-100% dichloromethane-cyclohexane gradient) to give the title compound (455 mg) as a colourless oil. LCMS (2 min, formic) Rt 1.20 min, m/z (ES+) 220 (M+H). The reactants are OC1=C(C(=O)CC#N)C=CC(=C1)O (2,4-dihydroxybenzoyl acetonitrile), C(C)(=O)OC(C)=O (acetic anhydride), N1=CC=CC=C1 (pyridine). Run at time 8 hour. Product: C(C)(=O)OC1=CC2=C(C(C(=C(O2)C)C#N)=O)C=C1 (7-Acetoxy-4-oxo-2-methyl-4H-1-benzopyran-3-carbonitrile). Reaction SMILES: [OH:1][C:2]1[CH:12]=[C:11]([OH:13])[CH:10]=[CH:9][C:3]=1[C:4]([CH2:6][C:7]#[N:8])=[O:5].[C:14](OC(=O)C)(=[O:16])[CH3:15].N1C=CC=[CH:23][CH:22]=1>>[C:14]([O:13][C:11]1[CH:10]=[CH:9][C:3]2[C:4](=[O:5])[C:6]([C:7]#[N:8])=[C:22]([CH3:23])[O:1][C:2]=2[CH:12]=1)(=[O:16])[CH3:15]. Procedure details: A mixture of 5 g of 2,4-dihydroxybenzoyl acetonitrile, 15 ml of pyridine and 7.5 ml of acetic anhydride was left overnight at room temperature. The next morning the crystals were filtered and recrystallized from ethanol, mp 140°-141° C.